The task is: describe an organic reaction: reactants, conditions, products, and yield. This data is from the Open Reaction Database (ORD), a public repository of structured organic reaction records. Reactants: C(C)(=O)OCC (ethyl acetate), C1(CCCCC1)C1=C2N(C=3C=C(C=CC13)C(=O)O)CC(NC1=C2N=CC=C1)=O (13-cyclohexyl-6,7-dihydro-6-oxo-5H-pyrido[3′,2′:5,6][1,4]diazepino[1,7-a]indole-10-carboxylic acid), CN(S(=O)(=O)N)C (N,N-dimethylsulfamide), Cl.CN(CCCN=C=NCC)C (1-[3-(dimethylamino)propyl]-3-ethylcarbodiimide hydrochloride), ClCCl (dichloromethane). Reagents/catalysts: CN(C1=CC=NC=C1)C (4-(dimethylamino)pyridine). Solvent: C(C)(=O)O (acetic acid), CN(C)C=O (DMF). Product: C1(CCCCC1)C=1C=2C=CC(=CC2N2C1C1=C(C=CC2)C=CC=C1)C(=O)NS(=O)(=O)N(C)C (13-cyclohexyl-N-(dimethylaminosulfonyl)-7H-indolo[2,1-a][2]benzazepine-10-carboxamide). Isolated yield 26.0%. Reaction SMILES: [CH:1]1([C:7]2[C:15]3[CH:14]=[CH:13]C(C(O)=O)=[CH:11][C:10]=3[N:9]3CC(=O)N[C:22]4[CH:27]=[CH:26][CH:25]=N[C:23]=4[C:8]=23)[CH2:6][CH2:5][CH2:4][CH2:3][CH2:2]1.[CH3:29][N:30]([CH3:35])[S:31]([NH2:34])(=[O:33])=[O:32].Cl.CN(C)[CH2:39][CH2:40][CH2:41]N=C=NCC.C([O:51][CH2:52][CH3:53])(=O)C.Cl[CH2:55]Cl>CN(C)C1C=CN=CC=1.CN(C=O)C.C(O)(=O)C>[CH:1]1([C:7]2[C:15]3[CH:14]=[CH:13][C:53]([C:52]([NH:34][S:31]([N:30]([CH3:35])[CH3:29])(=[O:33])=[O:32])=[O:51])=[CH:11][C:10]=3[N:9]3[CH2:8][CH:23]=[CH:22][C:27]4[CH:55]=[CH:41][CH:40]=[CH:39][C:26]=4[C:25]=23)[CH2:2][CH2:3][CH2:4][CH2:5][CH2:6]1 |f:2.3|. Procedure: A mixture of Example 15 (50 mg, 0.14 mmol), N,N-dimethylsulfamide (21 mg, 0.17 mmol), 4-(dimethylamino)pyridine (17 mg, 0.14 mmol), and 1-[3-(dimethylamino)propyl]-3-ethylcarbodiimide hydrochloride (40 mg, 0.21 mmol) in dichloromethane (1 mL) and DMF (1 mL) was stirred for 18 hours at 22° C. The mixture was poured into ethyl acetate and dilute aqueous acetic acid. The ethyl acetate layer was washed (water, brine), dried (Na2SO4), filtered, and concentrated. The residue was crystallized from ethy... Starting materials: C(C(=O)Cl)(=O)Cl (oxalyl chloride), [BH4-].[Na+] (sodium tetrahydroborate), C(C1=CC=CC=C1)OC=1C=C2C(=C(N(C(C2=CC1)=O)CC(C)C)C(=O)O)C1=CC=C(C=C1)Cl (6-benzyloxy-4-(4-chlorophenyl)-2-isobutyl-1-oxo-1,2-dihydro-3-isoquinolinecarboxylic acid), Cl (hydrochloric acid). The reagents and catalysts are CN(C=O)C (N,N-dimethylformamide). Run in COCCOC (1,2-dimethoxyethane), O1CCCC1 (tetrahydrofuran). Reaction conditions: time 1 hour. Product: C(C1=CC=CC=C1)OC=1C=C2C(=C(N(C(C2=CC1)=O)CC(C)C)CO)C1=CC=C(C=C1)Cl (6-benzyloxy-4-(4-chlorophenyl)-3-hydroxymethyl-2-isobutyl-1(2H)-isoquinolinone). Yield: 96.2%. RXN SMILES: [CH2:1]([O:8][C:9]1[CH:10]=[C:11]2[C:16](=[CH:17][CH:18]=1)[C:15](=[O:19])[N:14]([CH2:20][CH:21]([CH3:23])[CH3:22])[C:13]([C:24](O)=[O:25])=[C:12]2[C:27]1[CH:32]=[CH:31][C:30]([Cl:33])=[CH:29][CH:28]=1)[C:2]1[CH:7]=[CH:6][CH:5]=[CH:4][CH:3]=1.C(Cl)(=O)C(Cl)=O.[BH4-].[Na+].Cl>CN(C)C=O.COCCOC.O1CCCC1>[CH2:1]([O:8][C:9]1[CH:10]=[C:11]2[C:16](=[CH:17][CH:18]=1)[C:15](=[O:19])[N:14]([CH2:20][CH:21]([CH3:22])[CH3:23])[C:13]([CH2:24][OH:25])=[C:12]2[C:27]1[CH:28]=[CH:29][C:30]([Cl:33])=[CH:31][CH:32]=1)[C:2]1[CH:3]=[CH:4][CH:5]=[CH:6][CH:7]=1 |f:2.3|. Procedure details: To a mixture of 6-benzyloxy-4-(4-chlorophenyl)-2-isobutyl-1-oxo-1,2-dihydro-3-isoquinolinecarboxylic acid (4.62 g, 10 mmol) and tetrahydrofuran (50 ml) were added oxalyl chloride (1.0 ml, 15.6 mmol) and N,N-dimethylformamide (3 drops), and the mixture was stirred at room temperature for 1 h. The reaction mixture was concentrated under reduced pressure and the residue was dissolved in tetrahydrofuran (20 ml). The obtained solution was added dropwise to a suspension of sodium tetrahydroborate (1.3... Reactants: N1(N=NN=C1)C1=CC=C(C=N1)CC(=O)O ([6-(1H-tetrazol-1-yl)pyridin-3-yl]acetic acid), [C@@H]12N(C[C@@H](NC1)C2)C(=O)OC(C)(C)C (tert-butyl (1S,4S)-2,5-diazabicyclo[2.2.1]heptane-2-carboxylate), Cl.N1(CCNCC1)C(CC=1C=NC(=CC1)N1N=NN=C1)=O (1-(piperazin-1-yl)-2-[6-(1H-tetrazol-1-yl)pyridin-3-yl]ethanone hydrochloride). The product is Cl.[C@@H]12N(C[C@@H](NC1)C2)C(CC=2C=NC(=CC2)N2N=NN=C2)=O (1-[(1S,4S)-2,5-Diazabicyclo[2.2.1]hept-2-yl]-2-[6-(1H-tetrazol-1-yl)pyridin-3-yl]ethanone hydrochloride). As a reaction SMILES: [N:1]1([C:6]2[N:11]=[CH:10][C:9]([CH2:12][C:13]([OH:15])=O)=[CH:8][CH:7]=2)[CH:5]=[N:4][N:3]=[N:2]1.[C@H:16]12[CH2:22][C@H:19]([NH:20][CH2:21]1)[CH2:18][N:17]2C(OC(C)(C)C)=O.[ClH:30].N1(C(=O)CC2C=NC(N3C=NN=N3)=CC=2)CCNCC1>>[ClH:30].[C@H:16]12[CH2:22][C@H:19]([NH:20][CH2:21]1)[CH2:18][N:17]2[C:13](=[O:15])[CH2:12][C:9]1[CH:10]=[N:11][C:6]([N:1]2[CH:5]=[N:4][N:3]=[N:2]2)=[CH:7][CH:8]=1 |f:2.3,4.5|. Procedure: 1-[(1S,4S)-2,5-Diazabicyclo[2.2.1]hept-2-yl]-2-[6-(1H-tetrazol-1-yl)pyridin-3-yl]ethanone hydrochloride was prepared in two steps starting from [6-(1H-tetrazol-1-yl)pyridin-3-yl]acetic acid and commercially available tert-butyl (1S,4S)-2,5-diazabicyclo[2.2.1]heptane-2-carboxylate in an analogous fashion as described for the synthesis of 1-(piperazin-1-yl)-2-[6-(1H-tetrazol-1-yl)pyridin-3-yl]ethanone hydrochloride. MS m/z 286 (M+1)+. Starting materials: C[Si](C)(C)C=[N+]=[N-], CC(=O)OCC1OC(O)(c2ccc(Cl)c(Cc3ccc(OC4(CO)CCCC4)cc3)c2)C(OC(C)=O)C(OC(C)=O)C1OC(C)=O, ClCCl, F[B-](F)(F)F, [H+]. Yields the product COCC1(Oc2ccc(Cc3cc(C4(O)OC(COC(C)=O)C(OC(C)=O)C(OC(C)=O)C4OC(C)=O)ccc3Cl)cc2)CCCC1. Reaction SMILES: [CH3:53][Si:54]([CH:55]=[N+:56]=[N-:57])([CH3:58])[CH3:59].[Cl:1][c:2]1[c:3]([CH2:32][c:33]2[cH:34][cH:35][c:36]([O:39][C:40]3([CH2:45][OH:46])[CH2:41][CH2:42][CH2:43][CH2:44]3)[cH:37][cH:38]2)[cH:4][c:5]([C:8]2([OH:9])[CH:10]([O:11][C:12]([CH3:13])=[O:14])[CH:15]([O:16][C:17]([CH3:18])=[O:19])[CH:20]([O:21][C:22]([CH3:23])=[O:24])[CH:25]([CH2:27][O:28][C:29]([CH3:30])=[O:31])[O:26]2)[cH:6][cH:7]1.[Cl:60][CH2:61][Cl:62].[F:48][B-:49]([F:50])([F:51])[F:52].[H+:47]>>[Cl:1][c:2]1[c:3]([CH2:32][c:33]2[cH:34][cH:35][c:36]([O:39][C:40]3([CH2:45][O:46][CH3:53])[CH2:41][CH2:42][CH2:43][CH2:44]3)[cH:37][cH:38]2)[cH:4][c:5]([C:8]2([OH:9])[CH:10]([O:11][C:12]([CH3:13])=[O:14])[CH:15]([O:16][C:17]([CH3:18])=[O:19])[CH:20]([O:21][C:22]([CH3:23])=[O:24])[CH:25]([CH2:27][O:28][C:29]([CH3:30])=[O:31])[O:26]2)[cH:6][cH:7]1. The reactants are C(C1=CC=CC=C1)OC(C)C1=C(C=NC=C1C#N)Br (4-(1-benzyloxy-ethyl)-5-bromo-nicotinonitrile), CC1(OB(OC1(C)C)C=1C=C2CCCNC2=NC1)C (6-(4,4,5,5-Tetramethyl-[1,3,2]dioxaborolan-2-yl)-1,2,3,4-tetrahydro-[1,8]naphthyridine). The product is C(C1=CC=CC=C1)OC(C)C1=C(C=NC=C1C#N)C=1C=NC=2NCCCC2C1 (4-(1-Benzyloxy-ethyl)-5-(5,6,7,8-tetrahydro-[1,8]naphthyridin-3-yl)-nicotinonitrile). Reaction SMILES: [CH2:1]([O:8][CH:9]([C:11]1[C:16]([C:17]#[N:18])=[CH:15][N:14]=[CH:13][C:12]=1Br)[CH3:10])[C:2]1[CH:7]=[CH:6][CH:5]=[CH:4][CH:3]=1.CC1(C)C(C)(C)OB([C:28]2[CH:29]=[C:30]3[C:35](=[N:36][CH:37]=2)[NH:34][CH2:33][CH2:32][CH2:31]3)O1>>[CH2:1]([O:8][CH:9]([C:11]1[C:16]([C:17]#[N:18])=[CH:15][N:14]=[CH:13][C:12]=1[C:32]1[CH:33]=[N:34][C:35]2[NH:36][CH2:37][CH2:28][CH2:29][C:30]=2[CH:31]=1)[CH3:10])[C:2]1[CH:7]=[CH:6][CH:5]=[CH:4][CH:3]=1. Reported procedure: 4-(1-Benzyloxy-ethyl)-5-(5,6,7,8-tetrahydro-[1,8]naphthyridin-3-yl)-nicotinonitrile is synthesized according to the procedure of Suzuki Coupling Method VI using 4-(1-benzyloxy-ethyl)-5-bromo-nicotinonitrile and crude 6-(4,4,5,5-Tetramethyl-[1,3,2]dioxaborolan-2-yl)-1,2,3,4-tetrahydro-[1,8]naphthyridine (which is prepared according to Step 4 of Example 105). The reactants are C(C)(C)(C)P(C1=C(C=CC=C1)C1=CC=CC=C1)C(C)(C)C (2-(di-tert-butylphosphino)biphenyl), N1CCOCC1 (morpholine), CC(C)([O-])C.[Na+] (sodium tert-butoxide), FC(C=1C=C(CN(C2=NC=C(C=N2)Br)CC2=C(C=CC(=C2)C(F)(F)F)NC(OCC)=O)C=C(C1)C(F)(F)F)(F)F (Ethyl (2-{[(3,5-bis-trifluoromethyl-benzyl)-(5-bromo-pyrimidin-2-yl)-amino]-methyl}-4-trifluoromethyl-phenyl)-carbamate). The reagents and catalysts are C=1C=CC(=CC1)/C=C/C(=O)/C=C/C2=CC=CC=C2.C=1C=CC(=CC1)/C=C/C(=O)/C=C/C2=CC=CC=C2.C=1C=CC(=CC1)/C=C/C(=O)/C=C/C2=CC=CC=C2.[Pd].[Pd] (tris(dibenzylideneacetone)dipalladium(0)). Solvent: C1(=CC=CC=C1)C (toluene), [Cl-].[Na+].O (brine). Conditions: temperature 60 celsius, time 2 hour. The product is FC(C=1C=C(CN(C2=NC=C(C=N2)N2CCOCC2)CC2=C(C=CC(=C2)C(F)(F)F)NC(OCC)=O)C=C(C1)C(F)(F)F)(F)F (ethyl (2-{[(3,5-bis-trifluoromethyl-benzyl)-(5-morpholin-4-yl-pyrimidin-2-yl)-amino]-methyl}-4-trifluoromethyl-phenyl)-carbamate). RXN SMILES: [F:1][C:2]([F:40])([F:39])[C:3]1[CH:4]=[C:5]([CH:32]=[C:33]([C:35]([F:38])([F:37])[F:36])[CH:34]=1)[CH2:6][N:7]([CH2:15][C:16]1[CH:21]=[C:20]([C:22]([F:25])([F:24])[F:23])[CH:19]=[CH:18][C:17]=1[NH:26][C:27](=[O:31])[O:28][CH2:29][CH3:30])[C:8]1[N:13]=[CH:12][C:11](Br)=[CH:10][N:9]=1.C(P(C(C)(C)C)C1C=CC=CC=1C1C=CC=CC=1)(C)(C)C.[NH:62]1[CH2:67][CH2:66][O:65][CH2:64][CH2:63]1.CC(C)([O-])C.[Na+]>C1(C)C=CC=CC=1.[Cl-].[Na+].O.C1C=CC(/C=C/C(/C=C/C2C=CC=CC=2)=O)=CC=1.C1C=CC(/C=C/C(/C=C/C2C=CC=CC=2)=O)=CC=1.C1C=CC(/C=C/C(/C=C/C2C=CC=CC=2)=O)=CC=1.[Pd].[Pd]>[F:1][C:2]([F:40])([F:39])[C:3]1[CH:4]=[C:5]([CH:32]=[C:33]([C:35]([F:38])([F:37])[F:36])[CH:34]=1)[CH2:6][N:7]([CH2:15][C:16]1[CH:21]=[C:20]([C:22]([F:25])([F:24])[F:23])[CH:19]=[CH:18][C:17]=1[NH:26][C:27](=[O:31])[O:28][CH2:29][CH3:30])[C:8]1[N:13]=[CH:12][C:11]([N:62]2[CH2:67][CH2:66][O:65][CH2:64][CH2:63]2)=[CH:10][N:9]=1 |f:3.4,6.7.8,9.10.11.12.13|. Reported procedure: Ethyl (2-{[(3,5-bis-trifluoromethyl-benzyl)-(5-bromo-pyrimidin-2-yl)-amino]-methyl}-4-trifluoromethyl-phenyl)-carbamate (614 mg) is dissolved in toluene (6.5 ml), and thereto are added tris(dibenzylideneacetone)dipalladium(0) (87 mg), 2-(di-tert-butylphosphino)biphenyl (114 mg), morpholine (166 μl) and sodium tert-butoxide (183 mg) and the mixture is stirred under nitrogen flow at 60° C. for 2 hours. To the reaction mixture is added a saturated brine, and the mixture is extracted with ethyl acet...